From a dataset of the Open Reaction Database (ORD), a public repository of structured organic reaction records. describe an organic reaction: reactants, conditions, products, and yield Reactants: CSC.B (Borane dimethylsulfide), C(C)(C)S(=O)(=O)CC#N (2-iso-Propylsulfonylacetonitrile), Cl (HCl). Run in C1CCOC1 (THF). Reaction conditions: time 40 minute. The product is C(C)(C)S(=O)(=O)CCN (Iso-Propylsulfonylethylamine). As a reaction SMILES: [CH:1]([S:4]([CH2:7][C:8]#[N:9])(=[O:6])=[O:5])([CH3:3])[CH3:2].CSC.B.Cl>C1COCC1>[CH:1]([S:4]([CH2:7][CH2:8][NH2:9])(=[O:6])=[O:5])([CH3:3])[CH3:2] |f:1.2|. Reported procedure: Prepared according to Procedure K. 2-iso-Propylsulfonylacetonitrile (0.50 g, 3.39 mmol) was dissolved in THF and warmed to reflux under N2. Borane dimethylsulfide (2M, 1.7 mL, 3.39 mmol) was added dropwise and the reaction was stirred for an additional 40 minutes at reflux. After cooling the reaction to rt, HCl (2 M in MeOH) was added to the reaction slowly due to gas evolution. The volatiles were removed and frexh methanol was added to the resulting residue. Again, the volatiles were removed an... Procedure: The synthesis is carried out in accordance with the general procedure in accordance with Example 2 from 63.3 g (240 mmol) of 1,2-dibromo-4,5-dimethylbenzene and 85.4 g (505 mmol) of 4-aminobiphenyl. The precipitated solid is recrystallised from toluene/acetonitrile (5:1), and the residue is washed with MeOH, giving 80.3 g (182 mmol) of a crystalline solid. The overall yield is 76%. Isolated yield 75.8%. Reactants: BrC1=C(C=C(C(=C1)C)C)Br (1,2-dibromo-4,5-dimethylbenzene), NC1=CC=C(C=C1)C1=CC=CC=C1 (4-aminobiphenyl). As a reaction SMILES: Br[C:2]1[CH:7]=[C:6]([CH3:8])[C:5]([CH3:9])=[CH:4][C:3]=1Br.[NH2:11][C:12]1[CH:17]=[CH:16][C:15]([C:18]2[CH:23]=[CH:22][CH:21]=[CH:20][CH:19]=2)=[CH:14][CH:13]=1>>[CH3:9][C:5]1[CH:4]=[C:3]([NH:11][C:12]2[CH:13]=[CH:14][C:15]([C:18]3[CH:23]=[CH:22][CH:21]=[CH:20][CH:19]=3)=[CH:16][CH:17]=2)[C:2]([NH:11][C:12]2[CH:13]=[CH:14][C:15]([C:18]3[CH:23]=[CH:22][CH:21]=[CH:20][CH:19]=3)=[CH:16][CH:17]=2)=[CH:7][C:6]=1[CH3:8]. Yields the product CC=1C=C(C(=CC1C)NC1=CC=C(C=C1)C1=CC=CC=C1)NC1=CC=C(C=C1)C1=CC=CC=C1 (4,5-dimethyl-N,N′-bis(biphenyl-4-yl)-1,2-benzenediamine). Procedure details: Diisopropylethylamine (1.07 g, 8.3 mmol) is added to a mixture of (S)-1-(3-nitrophenyl)propanol (XXI, PREPARATION 1, 1 g, 5.5 mmol) in methylene chloride (20 mL). The mixture is cooled to −20° and methanesulfonyl chloride (0.69 g, 6.02 mmol) is added. The reaction is held at −20° for 10 min, then held at 0° for 40 min. The reaction is diluted with methylene chloride, sodium bicarbonate (5%) is added and the phases are separated. The methylene chloride is evaporated to give the title compound, [α... Run at time 10 minute. Starting materials: C(C)(C)N(CC)C(C)C (Diisopropylethylamine), [N+](=O)([O-])C=1C=C(C=CC1)[C@H](CC)O ((S)-1-(3-nitrophenyl)propanol), CS(=O)(=O)Cl (methanesulfonyl chloride). Run in C(Cl)Cl (methylene chloride), C([O-])(O)=O.[Na+] (sodium bicarbonate), C(Cl)Cl (methylene chloride). Product: S(C)(=O)(=O)O[C@@H](CC)C1=CC(=CC=C1)[N+](=O)[O-] ((S)-1-(3nitrophenyl)propanol mesylate). RXN SMILES: C(N(C(C)C)CC)(C)C.[N+:10]([C:13]1[CH:14]=[C:15]([C@@H:19]([OH:22])[CH2:20][CH3:21])[CH:16]=[CH:17][CH:18]=1)([O-:12])=[O:11].[CH3:23][S:24](Cl)(=[O:26])=[O:25]>C(Cl)Cl.C(=O)(O)[O-].[Na+]>[S:24]([O:22][C@H:19]([C:15]1[CH:16]=[CH:17][CH:18]=[C:13]([N+:10]([O-:12])=[O:11])[CH:14]=1)[CH2:20][CH3:21])(=[O:26])(=[O:25])[CH3:23] |f:4.5|. The reactants are OC1=C(C=CC(=C1)OC)C(C)=O (1-(2-hydroxy-4-methoxy-phenyl)-ethanone), COC1=CC=C(C=N1)CC(=O)O ((6-methoxy-pyridin-3-yl)-acetic acid). The product is COC1=CC=C2C(=C(C(OC2=C1)=O)C=1C=NC(=CC1)OC)C (7-Methoxy-3-(6-methoxy-pyridin-3-yl)-4-methyl-chromen-2-one). RXN SMILES: [OH:1][C:2]1[CH:7]=[C:6]([O:8][CH3:9])[CH:5]=[CH:4][C:3]=1[C:10](=O)[CH3:11].[CH3:13][O:14][C:15]1[N:20]=[CH:19][C:18]([CH2:21][C:22](O)=[O:23])=[CH:17][CH:16]=1>>[CH3:9][O:8][C:6]1[CH:7]=[C:2]2[C:3]([C:10]([CH3:11])=[C:21]([C:18]3[CH:19]=[N:20][C:15]([O:14][CH3:13])=[CH:16][CH:17]=3)[C:22](=[O:23])[O:1]2)=[CH:4][CH:5]=1. Procedure: The title product was prepared as a white solid according to the procedure described in Example 9 using 1-(2-hydroxy-4-methoxy-phenyl)-ethanone and (6-methoxy-pyridin-3-yl)-acetic acid as the starting material. The reactants are P(=O)(Cl)(Cl)Cl (phosphorous oxychloride), C(CCC)O (butanol). Solvent: C(Cl)(Cl)(Cl)Cl (carbon tetrachloride). Yields the product C(CCC)OP(=O)(Cl)Cl (Butyldichlorophosphate). As a reaction SMILES: [P:1]([Cl:5])(Cl)([Cl:3])=[O:2].[CH2:6]([OH:10])[CH2:7][CH2:8][CH3:9]>C(Cl)(Cl)(Cl)Cl>[CH2:6]([O:10][P:1]([Cl:5])([Cl:3])=[O:2])[CH2:7][CH2:8][CH3:9]. Reported procedure: The desired subtitled compound was prepared substantially in accordance with the procedure detailed in Example 8A, using 1.25 ml (13.5 mmol) of phosphorous oxychloride, 1 g (13.5 mmol) of butanol in 5 ml of carbon tetrachloride to provide a colorless oil.